Dataset: the Open Reaction Database (ORD), a public repository of structured organic reaction records. Task: describe an organic reaction: reactants, conditions, products, and yield Starting materials: Br (HBr), COC=1C=C2C(NC=NC2=CC1[N+](=O)[O-])=O (6-methoxy-7-nitro-3,4-dihydroquinazolin-4-one). The solvent is CC(=O)O (AcOH). Yields the product [N+](=O)([O-])C1=C(C=C2C(=NC=NC2=C1)O)O (7-nitroquinazoline-4,6-diol). As a reaction SMILES: Br.C[O:3][C:4]1[CH:5]=[C:6]2[C:11](=[CH:12][C:13]=1[N+:14]([O-:16])=[O:15])[N:10]=[CH:9][NH:8][C:7]2=[O:17]>CC(O)=O>[N+:14]([C:13]1[CH:12]=[C:11]2[C:6]([C:7]([OH:17])=[N:8][CH:9]=[N:10]2)=[CH:5][C:4]=1[OH:3])([O-:16])=[O:15]. Procedure details: To a solution containing 20 ml of 48% aqueous HBr and 20 ml of AcOH was added 6-methoxy-7-nitro-3,4-dihydroquinazolin-4-one (1.4 g, 6.3 mmol) and the mixture was refluxed overnight. The resulting solution was evaporated to afford the crude phenol as a residue and was used without further purification (1.2 g, 5.8 mmol) (M+1, 208). Starting materials: IC=1SC=CC1 (2-iodothiophene), C[O-] (methoxide), [O-]CC (ethoxide), [O-]C1=CC=CC=C1 (phenoxide), OC1=CC=C(S1)C(=O)O (5-hydroxythiophene-2-carboxylic acid). Yields the product O(C1=CC=CC=C1)C1=CC=C(S1)C(=O)O (5-Phenoxythiophene-2-carboxylic acid). RXN SMILES: IC1SC=CC=1.C[O-].[O-]CC.[O-:12][C:13]1[CH:18]=[CH:17][CH:16]=[CH:15][CH:14]=1.O[C:20]1[S:24][C:23]([C:25]([OH:27])=[O:26])=[CH:22][CH:21]=1>>[O:12]([C:20]1[S:24][C:23]([C:25]([OH:27])=[O:26])=[CH:22][CH:21]=1)[C:13]1[CH:18]=[CH:17][CH:16]=[CH:15][CH:14]=1. Procedure: The latter compounds are alternatively prepared by reaction of 2-iodothiophene with methoxide, ethoxide or phenoxide, followed by carbonylation according to Sice [J. Am. Chem. Soc. 75, 3697 (1953)], or by alkylation of 5-hydroxythiophene-2-carboxylic acid by the method of Gronowitz [Ankiv Kemi 12, 239 (1958); Chem. Abstr. 52, 20115]. Reactants: [Br-], O=Cc1ccc(Br)cc1, COC(=O)c1ccccc1C[P+](c1ccccc1)(c1ccccc1)c1ccccc1, CO, Cl, [H-], [Na+], C1CCOC1, O. The product is COC(=O)c1ccccc1C=Cc1ccc(Br)cc1. Reaction SMILES: [Br-:1].[Br:34][c:35]1[cH:36][cH:37][c:38]([CH:39]=[O:40])[cH:41][cH:42]1.[CH3:2][O:3][C:4](=[O:5])[c:6]1[c:7]([CH2:8][P+:9]([c:10]2[cH:11][cH:12][cH:13][cH:14][cH:15]2)([c:16]2[cH:17][cH:18][cH:19][cH:20][cH:21]2)[c:22]2[cH:23][cH:24][cH:25][cH:26][cH:27]2)[cH:28][cH:29][cH:30][cH:31]1.[CH3:49][OH:50].[ClH:43].[H-:32].[Na+:33].[O:44]1[CH2:45][CH2:46][CH2:47][CH2:48]1.[OH2:51]>>[CH3:2][O:3][C:4](=[O:5])[c:6]1[c:7]([CH:8]=[CH:39][c:38]2[cH:37][cH:36][c:35]([Br:34])[cH:42][cH:41]2)[cH:28][cH:29][cH:30][cH:31]1. As a reaction SMILES: [CH3:16][CH2:17][OH:18].[CH3:2][C:3](=[O:4])[O-:5].[ClH:19].[NH2:20][OH:21].[Na+:1].[OH2:22].[OH:6][c:7]1[cH:8][cH:9][c:10]([C:13]([CH3:14])=[O:15])[cH:11][cH:12]1>>[OH:6][c:7]1[cH:8][cH:9][c:10]([C:13]([CH3:14])=[N:20][OH:21])[cH:11][cH:12]1. Yields the product CC(=NO)c1ccc(O)cc1. Starting materials: CCO, CC(=O)[O-], Cl, NO, [Na+], O, CC(=O)c1ccc(O)cc1. The reactants are CN(/C=C/C(=O)C1=NN(C=CC1=O)C1=CC(=CC=C1)S(=O)(=O)N1CCCCC1)C (3-((E)-3-Dimethylamino-acryloyl)-1-[3-(piperidine-1-sulfonyl)-phenyl]-1H-pyridazin-4-one), FC1=C(C=CC=C1)NN (2-fluoro-phenylhydrazine). Product: FC1=C(C=CC=C1)N1N=CC=C1C1=NN(C=CC1=O)C1=CC(=CC=C1)S(=O)(=O)N1CCCCC1 (3-[2-(2-Fluoro-phenyl)-2H-pyrazol-3-yl]-1-[3-(piperidine-1-sulfonyl)-phenyl]-1H-pyridazin-4-one). RXN SMILES: CN(C)/[CH:3]=[CH:4]/[C:5]([C:7]1[C:12](=[O:13])[CH:11]=[CH:10][N:9]([C:14]2[CH:19]=[CH:18][CH:17]=[C:16]([S:20]([N:23]3[CH2:28][CH2:27][CH2:26][CH2:25][CH2:24]3)(=[O:22])=[O:21])[CH:15]=2)[N:8]=1)=O.[F:30][C:31]1[CH:36]=[CH:35][CH:34]=[CH:33][C:32]=1[NH:37][NH2:38]>>[F:30][C:31]1[CH:36]=[CH:35][CH:34]=[CH:33][C:32]=1[N:37]1[C:5]([C:7]2[C:12](=[O:13])[CH:11]=[CH:10][N:9]([C:14]3[CH:19]=[CH:18][CH:17]=[C:16]([S:20]([N:23]4[CH2:28][CH2:27][CH2:26][CH2:25][CH2:24]4)(=[O:21])=[O:22])[CH:15]=3)[N:8]=2)=[CH:4][CH:3]=[N:38]1. Reported procedure: The product was obtained starting from 3-((E)-3-Dimethylamino-acryloyl)-1-[3-(piperidine-1-sulfonyl)-phenyl]-1H-pyridazin-4-one (A-26) and 2-fluoro-phenylhydrazine according to the method described for example 91. MS: M=480.1 (M+H)+ The reactants are C(=O)(OC(C)(C)C)N[C@@H]1CC[C@H](CC1)N (trans-N-boc-1,4-cyclohexanediamine), C([O-])([O-])=O.[K+].[K+] (potassium carbonate), FC1=NC=CC=C1[N+](=O)[O-] (2-fluoro-3-nitropyridine). Solvent: C1(=CC=CC=C1)C (toluene). Run at temperature 120 celsius. Product: CC(C)(C)OC(=O)NC1CCC(CC1)NC2=C(C=CC=N2)[N+](=O)[O-] (tert-Butyl ((1r,4r)-4-((3-nitropyridin-2-yl)amino)cyclohexyl)carbamate). Reaction SMILES: [C:1]([NH:8][C@H:9]1[CH2:14][CH2:13][C@H:12]([NH2:15])[CH2:11][CH2:10]1)([O:3][C:4]([CH3:7])([CH3:6])[CH3:5])=[O:2].C(=O)([O-])[O-].[K+].[K+].F[C:23]1[C:28]([N+:29]([O-:31])=[O:30])=[CH:27][CH:26]=[CH:25][N:24]=1>C1(C)C=CC=CC=1>[CH3:5][C:4]([O:3][C:1]([NH:8][CH:9]1[CH2:10][CH2:11][CH:12]([NH:15][C:23]2[N:24]=[CH:25][CH:26]=[CH:27][C:28]=2[N+:29]([O-:31])=[O:30])[CH2:13][CH2:14]1)=[O:2])([CH3:7])[CH3:6] |f:1.2.3|. Reported procedure: To a flask charged with toluene (37.3 mL) were added trans-N-boc-1,4-cyclohexanediamine (2.00 g, 9.33 mmol), potassium carbonate (1.290 g, 9.33 mmol) and 2-fluoro-3-nitropyridine (commercially available from Matrix Scientific, Columbia, S.C.) (1.326 mL, 9.33 mmol). The resulting bright yellow solution was heated overnight at 120° C. leading to conversion to the desired product as the primary species along with a more polar impurity according to LC-MS. The mixture was diluted with water, transfer... Procedure details: To a solution of 3-amino-5-bromopyridine (Sigma-Aldrich, St. Louis, USA) (1 eq, 11.2 mmol, 2.00 g) and 3-dimethylaminopropionic acid hydrochloride (ABCR GmbH & Co. KG, Karlsruhe, Germany) (1 eq, 11.2 mmol, 1.74 g) in DCM (50 ml), tributylamine (3.6 eq, 40.4 mmol, 9.8 ml) and 2-chloro-1-methylpyridinium iodide (1.2 eq, 13.5 mmol, 3.54 g) are added. The resulting mixture is heated at 50° C. for 4 h, then the solvents are removed in vacuo, aqueous NaOH solution (1 M) is added, and the mixture is ex... Solvent: C(Cl)Cl (DCM). Reaction conditions: temperature 50 celsius. Product: BrC=1C=C(C=NC1)NC(CCN(C)C)=O (N-(5-Bromo-pyridin-3-yl)-3-dimethylamino-propionamide). As a reaction SMILES: [NH2:1][C:2]1[CH:3]=[N:4][CH:5]=[C:6]([Br:8])[CH:7]=1.Cl.[CH3:10][N:11]([CH3:17])[CH2:12][CH2:13][C:14](O)=[O:15].C(N(CCCC)CCCC)CCC.[I-].ClC1C=CC=C[N+]=1C>C(Cl)Cl>[Br:8][C:6]1[CH:7]=[C:2]([NH:1][C:14](=[O:15])[CH2:13][CH2:12][N:11]([CH3:17])[CH3:10])[CH:3]=[N:4][CH:5]=1 |f:1.2,4.5|. Starting materials: NC=1C=NC=C(C1)Br (3-amino-5-bromopyridine), Cl.CN(CCC(=O)O)C (3-dimethylaminopropionic acid hydrochloride), C(CCC)N(CCCC)CCCC (tributylamine), [I-].ClC1=[N+](C=CC=C1)C (2-chloro-1-methylpyridinium iodide).